This data is from the Open Reaction Database (ORD), a public repository of structured organic reaction records. The task is: describe an organic reaction: reactants, conditions, products, and yield Starting materials: FC(COC(C1=C(C=C(C=C1)C(F)(F)F)OCC(F)(F)F)=O)(F)F (2-(2,2,2-Trifluoro-ethoxy)-4-trifluoromethyl-benzoic acid 2,2,2-trifluoro-ethyl ester), [OH-].[Na+] (sodium hydroxide). The solvent is C(C)O (ethanol), O (water). Yields the product FC(COC1=C(C(=O)O)C=CC(=C1)C(F)(F)F)(F)F (2-(2,2,2-Trifluoro-ethoxy)-4-trifluoromethyl-benzoic acid). Isolated yield 71.7%. RXN SMILES: FC(F)(F)C[O:4][C:5](=[O:22])[C:6]1[CH:11]=[CH:10][C:9]([C:12]([F:15])([F:14])[F:13])=[CH:8][C:7]=1[O:16][CH2:17][C:18]([F:21])([F:20])[F:19].[OH-].[Na+]>C(O)C.O>[F:19][C:18]([F:20])([F:21])[CH2:17][O:16][C:7]1[CH:8]=[C:9]([C:12]([F:15])([F:13])[F:14])[CH:10]=[CH:11][C:6]=1[C:5]([OH:22])=[O:4] |f:1.2|. Procedure details: 1.48 g 2-(2,2,2-Trifluoro-ethoxy)-4-trifluoromethyl-benzoic acid 2,2,2-trifluoro-ethyl ester were dissolved in 10 ml ethanol. 0.34 g sodium hydroxide dissolved in 10 ml water were added and the reaction mixture stirred under reflux overnight. Then the ethanol was removed in vacuo. The residue was diluted by the addition of 30 ml water. Then concentrated hydrochloride acid was added to acidify the solution. Thereby 2-(2,2,2-Trifluoro-ethoxy)-4-trifluoromethyl-benzoic acid precipitated as white so... The reactants are O=C([O-])[O-], CI, Clc1ncnc2[nH]ccc12, [Cs+], [Cs+], CN(C)C=O, O. The product is Cn1ccc2c(Cl)ncnc21. Reaction SMILES: [C:1](=[O:2])([O-:3])[O-:4].[CH3:7][I:8].[Cl:9][c:10]1[c:11]2[c:12]([n:13][cH:14][n:15]1)[nH:16][cH:17][cH:18]2.[Cs+:5].[Cs+:6].[O:20]=[CH:21][N:22]([CH3:23])[CH3:24].[OH2:19]>>[CH3:7][n:16]1[c:12]2[c:11]([c:10]([Cl:9])[n:15][cH:14][n:13]2)[cH:18][cH:17]1. Reactants: [H-].[Na+] (Sodium hydride), C(C)(C)N1N=CC2=CC(=CC=C12)O (1-isopropyl-1H-indazol-5-ol), ClC=1C(=CC(=C(C(=O)NS(=O)(=O)C)C1)F)F (5-Chloro-2,4-difluoro-N(methylsulfonyl)benzamide). Solvent: C1CCOC1 (THF). Reaction conditions: temperature 60 celsius, time 40 minute. Product: ClC=1C(=CC(=C(C(=O)NS(=O)(=O)C)C1)F)OC=1C=C2C=NN(C2=CC1)C(C)C (5-Chloro-2-fluoro-4-[(1-isopropyl-1H-indazol-5-yl)oxy]-N-(methylsulfonyl)benzamide). The yield is 8.7%. As a reaction SMILES: [H-].[Na+].[CH:3]([N:6]1[C:14]2[C:9](=[CH:10][C:11]([OH:15])=[CH:12][CH:13]=2)[CH:8]=[N:7]1)([CH3:5])[CH3:4].[Cl:16][C:17]1[C:18](F)=[CH:19][C:20]([F:30])=[C:21]([CH:29]=1)[C:22]([NH:24][S:25]([CH3:28])(=[O:27])=[O:26])=[O:23]>C1COCC1>[Cl:16][C:17]1[C:18]([O:15][C:11]2[CH:10]=[C:9]3[C:14](=[CH:13][CH:12]=2)[N:6]([CH:3]([CH3:5])[CH3:4])[N:7]=[CH:8]3)=[CH:19][C:20]([F:30])=[C:21]([CH:29]=1)[C:22]([NH:24][S:25]([CH3:28])(=[O:26])=[O:27])=[O:23] |f:0.1|. Procedure: Sodium hydride (60% in mineral oil, 0.012 g, 0.306 mmol) was added to a solution of 1-isopropyl-1H-indazol-5-ol (Preparation 39, 0.045 g, 0.225 mmol) in THF (3.0 mL) while cooling the reaction in an ice bath and stirred for 40 minutes. 5-Chloro-2,4-difluoro-N(methylsulfonyl)benzamide (Preparation 28, 0.076 g, 0.28 mmol) was then added and the reaction was heated at 60° C. for 16 hours. The reaction mixture was concentrated in vacuo and the residue treated with EtOAc (25.0 mL) and washed with wat... Procedure details: A solution of sodium bis(trimethylsilyl)amide (0.5 ml) in tetrahydrofuran (1.0M, 0.5 mmol) was added dropwise to an ice-cold solution of [5-bromo-7-(3-methoxyprop-1-yn-1-yl)-1,3-benzodioxol-4-yl]amine (0.073 g, 0.25 mmol) and 4-chloro-7-(3-chloropropoxy)-6-methoxyquinazoline (0.076 g, 0.26 mmol) in dimethylformamide (5 ml). The mixture was allowed to warm to room temperature over 2 hours and then stirred at room temperature overnight. A saturated solution of ammonium chloride (15 ml) was added a... As a reaction SMILES: C[Si]([N-][Si](C)(C)C)(C)C.[Na+].[O:11]1[CH2:15][CH2:14]CC1.[Br:16][C:17]1[CH:25]=[C:24]([C:26]#[C:27][CH2:28][O:29][CH3:30])[C:20]2[O:21][CH2:22][O:23][C:19]=2[C:18]=1[NH2:31].Cl[C:33]1[C:42]2[C:37](=[CH:38][C:39]([O:45][CH2:46][CH2:47][CH2:48]Cl)=[C:40]([O:43][CH3:44])[CH:41]=2)[N:36]=[CH:35][N:34]=1.[Cl-].[NH4+:51].CCC[CH:55]([CH3:57])C.C[N:59]([CH3:62])C=O>C(OCC)(=O)C>[Br:16][C:17]1[CH:25]=[C:24]([C:26]#[C:27][CH2:28][O:29][CH3:30])[C:20]2[O:21][CH2:22][O:23][C:19]=2[C:18]=1[NH:31][C:33]1[C:42]2[C:37](=[CH:38][C:39]([O:45][CH2:46][CH2:47][CH2:48][N:51]3[CH2:57][CH2:55][N:59]([CH3:62])[C:15](=[O:11])[CH2:14]3)=[C:40]([O:43][CH3:44])[CH:41]=2)[N:36]=[CH:35][N:34]=1 |f:0.1,5.6|. The product is BrC1=C(C2=C(OCO2)C(=C1)C#CCOC)NC1=NC=NC2=CC(=C(C=C12)OC)OCCCN1CC(N(CC1)C)=O (4-{3-[(4-{[5-bromo-7-(3-methoxyprop-1-yn-1-yl)-1,3-benzodioxol-4-yl]amino}-6-methoxyquinazolin-7-yl)oxy]propyl}-1-methylpiperazin-2-one). The solvent is C(C)(=O)OCC (ethyl acetate). Reactants: C[Si](C)(C)[N-][Si](C)(C)C.[Na+] (sodium bis(trimethylsilyl)amide), O1CCCC1 (tetrahydrofuran), ice, BrC1=C(C2=C(OCO2)C(=C1)C#CCOC)N ([5-bromo-7-(3-methoxyprop-1-yn-1-yl)-1,3-benzodioxol-4-yl]amine), ClC1=NC=NC2=CC(=C(C=C12)OC)OCCCCl (4-chloro-7-(3-chloropropoxy)-6-methoxyquinazoline), CN(C=O)C (dimethylformamide), CCCC(C)C (iso-hexane), [Cl-].[NH4+] (ammonium chloride). Reaction conditions: time 8 hour. Reactants: O=C(Cl)c1ccccc1, O, NC(=O)NC1CCC(O)c2sccc21, c1ccncc1. Product: NC(=O)NC1CCC(OC(=O)c2ccccc2)c2sccc21. RXN SMILES: [C:15]([c:16]1[cH:17][cH:18][cH:19][cH:20][cH:21]1)(=[O:22])[Cl:23].[OH2:24].[OH:1][CH:2]1[CH2:3][CH2:4][CH:5]([NH:11][C:12](=[O:13])[NH2:14])[c:6]2[c:7]1[s:8][cH:9][cH:10]2.[cH:25]1[cH:26][cH:27][n:28][cH:29][cH:30]1>>[O:1]([CH:2]1[CH2:3][CH2:4][CH:5]([NH:11][C:12](=[O:13])[NH2:14])[c:6]2[c:7]1[s:8][cH:9][cH:10]2)[C:15]([c:16]1[cH:17][cH:18][cH:19][cH:20][cH:21]1)=[O:22]. Starting materials: CN(C)C=O (DMF), C(C(=O)Cl)(=O)Cl (Oxalyl chloride), ice, BrC1=C(C(=O)O)C=C(C=C1)I (2-bromo-5-iodo-benzoic acid). The solvent is C(Cl)Cl (CH2Cl2). Reaction conditions: time 6 hour. Product: BrC1=C(C=C(C=C1)I)CO (4-Bromo-3-hydroxymethyl-1-iodo-benzene). RXN SMILES: C(Cl)(=O)C(Cl)=O.[Br:7][C:8]1[CH:16]=[CH:15][C:14]([I:17])=[CH:13][C:9]=1[C:10](O)=[O:11].CN(C=O)C>C(Cl)Cl>[Br:7][C:8]1[CH:16]=[CH:15][C:14]([I:17])=[CH:13][C:9]=1[CH2:10][OH:11]. Procedure details: Oxalyl chloride (13.0 mL) is added to an ice-cold solution of 2-bromo-5-iodo-benzoic acid in CH2Cl2 (200 mL). DMF (0.2 mL) is added and the solution is stirred at room temperature for 6 h. Then, the solution is concentrated under reduced pressure and the residue is dissolved in THF (100 mL). The resulting solution is cooled in an ice-bath and LiBH4 (3.4 g) is added in portions. The cooling bath is removed and the mixture is stirred at room temperature for 1 h. The reaction mixture is diluted wit... Conditions: temperature 67.5 celsius. Procedure details: 2-chloropyridine-5-acetic acid (0.2 gm, 1.21 mmole), 3-chlorophenylboronic acid (0.2 gm, 1.3 mmole) and 50% water wet 10% Palladium carbon (0.08 gm, 0.036 mmole Pd) were added to 10 ml of 5:1 water isopropanol mixture, then Na2CO3 (0.15 gm, 1.4 mmole) dissolved in 3 ml of water was added to the above mixture, the reaction was heated at 65-70° C. overnight, the reaction was cooled to room temperature, diluted with 20 ml of 70:15:1 i-PrOH/H2O/10% NaOH, filtered, the catalyst was washed with 20 ml×... Reaction SMILES: Cl[C:2]1[CH:7]=[CH:6][C:5]([CH2:8][C:9]([OH:11])=[O:10])=[CH:4][N:3]=1.[Cl:12][C:13]1[CH:14]=[C:15](B(O)O)[CH:16]=[CH:17][CH:18]=1.C([O-])([O-])=O.[Na+].[Na+]>O.CC(O)C.O.[OH-].[Na+]>[Cl:12][C:13]1[CH:18]=[C:17]([C:2]2[CH:7]=[CH:6][C:5]([CH2:8][C:9]([OH:11])=[O:10])=[CH:4][N:3]=2)[CH:16]=[CH:15][CH:14]=1 |f:2.3.4,6.7,8.9|. Yields the product ClC=1C=C(C=CC1)C1=NC=C(C=C1)CC(=O)O (2-(3-Chloro-phenyl)-pyridine-5-acetic acid). The solvent is C(C)(C)O.O (water isopropanol), O (water), CC(C)O.O (i-PrOH H2O), [OH-].[Na+] (NaOH), O (water). The reactants are ClC1=NC=C(C=C1)CC(=O)O (2-chloropyridine-5-acetic acid), ClC=1C=C(C=CC1)B(O)O (3-chlorophenylboronic acid), C(=O)([O-])[O-].[Na+].[Na+] (Na2CO3).